From a dataset of the Open Reaction Database (ORD), a public repository of structured organic reaction records. describe an organic reaction: reactants, conditions, products, and yield Starting materials: ClC1=CC=C(C(=N1)C)[N+](=O)[O-] (6-chloro-3-nitro-2-picoline), COC(N(C)C)OC (dimethylformamide dimethylacetal), COC(N(C)C)OC (dimethylformamide dimethylacetal). Reagents/catalysts: C(C)N(CC)CC (triethylamine). Run in CN(C=O)C (dimethylformamide). Run at temperature 100 celsius. Product: CN(C=CC1=NC(=CC=C1[N+](=O)[O-])Cl)C (2-(2-dimethylaminoethen-1-yl)-3-nitro-6-chloropyridine). RXN SMILES: [Cl:1][C:2]1[N:7]=[C:6]([CH3:8])[C:5]([N+:9]([O-:11])=[O:10])=[CH:4][CH:3]=1.CO[CH:14](OC)[N:15]([CH3:17])[CH3:16]>CN(C)C=O.C(N(CC)CC)C>[CH3:14][N:15]([CH3:17])[CH:16]=[CH:8][C:6]1[C:5]([N+:9]([O-:11])=[O:10])=[CH:4][CH:3]=[C:2]([Cl:1])[N:7]=1. Reported procedure: A solution of 5 gm (29 mMol) 6-chloro-3-nitro-2-picoline in 40 mL dimethylformamide was treated with 5.83 mL (44 mMol) dimethylformamide dimethylacetal and the resulting mixture heated at 100° C. for 1.5 hours. At this point, 2 drops of triethylamine followed by 1.9 mL dimethylformamide dimethylacetal were added and heating continued for 2 more hours. The reaction mixture was concentrated under reduced pressure to provide the desired compound. Starting materials: BrC=1C=2C3=C(C=NC2C=CC1)N=CN3CC(C)C (9-Bromo-1-(2-methylpropyl)-1H-imidazo[4,5-c]quinoline), C1(=CC=CC=C1)B(O)O (benzene boronic acid). Product: CC(CN1C=NC=2C=NC=3C=CC=C(C3C21)C2=CC=CC=C2)C (1-(2-methylpropyl)-9-phenyl-1H-imidazo[4,5-c]quinoline). RXN SMILES: Br[C:2]1[C:3]2[C:4]3[N:14]([CH2:15][CH:16]([CH3:18])[CH3:17])[CH:13]=[N:12][C:5]=3[CH:6]=[N:7][C:8]=2[CH:9]=[CH:10][CH:11]=1.[C:19]1(B(O)O)[CH:24]=[CH:23][CH:22]=[CH:21][CH:20]=1>>[CH3:17][CH:16]([CH3:18])[CH2:15][N:14]1[C:4]2[C:3]3[C:2]([C:19]4[CH:24]=[CH:23][CH:22]=[CH:21][CH:20]=4)=[CH:11][CH:10]=[CH:9][C:8]=3[N:7]=[CH:6][C:5]=2[N:12]=[CH:13]1. Procedure details: 9-Bromo-1-(2-methylpropyl)-1H-imidazo[4,5-c]quinoline (0.34 mmol) and benzene boronic acid (62 mg, 0.51 mmol) were coupled according to Part J of Example 1. The work-up procedure described in Parts 125–135 was followed. The crude product was purified by HPFC (eluting with chloroform:CMA in a gradient from 100:0 to 85:15) to provide 1-(2-methylpropyl)-9-phenyl-1H-imidazo[4,5-c]quinoline.